This data is from the Open Reaction Database (ORD), a public repository of structured organic reaction records. The task is: describe an organic reaction: reactants, conditions, products, and yield The reactants are CC1=C(NC2=C1C(N(CCC2)CCN2CCOCC2)=O)C=O (3-methyl-5-(2-morpholin-4-yl-ethyl)-4-oxo-1,4,5,6,7,8-hexahydro-pyrrolo[3,2-c]azepine-2-carbaldehyde), FC1=CC2=CC(N=C2C(=C1)NC=O)=O (5-fluoro-7-formamido-indol-2-one). Product: FC=1C=C2/C(/C(NC2=C(C1)NC=O)=O)=C/C1=C(C=2C(N(CCCC2N1)CCN1CCOCC1)=O)C ((Z)—N-{5-fluoro-3-[3-methyl-5-(2-morpholin-4-yl-ethyl)-4-oxo-1,4,5,6,7,8-hexahydro-pyrrolo[3,2-c]azepin-2-ylmethylene]-2-oxo-2,3-dihydro-1H-indol-7-yl}-formamide). Isolated yield 52.0%. RXN SMILES: [CH3:1][C:2]1[C:6]2[C:7](=[O:20])[N:8]([CH2:12][CH2:13][N:14]3[CH2:19][CH2:18][O:17][CH2:16][CH2:15]3)[CH2:9][CH2:10][CH2:11][C:5]=2[NH:4][C:3]=1[CH:21]=O.[F:23][C:24]1[CH:32]=[C:31]([NH:33][CH:34]=[O:35])[C:30]2[C:26](=[CH:27][C:28](=[O:36])[N:29]=2)[CH:25]=1>>[F:23][C:24]1[CH:25]=[C:26]2[C:30](=[C:31]([NH:33][CH:34]=[O:35])[CH:32]=1)[NH:29][C:28](=[O:36])/[C:27]/2=[CH:21]\[C:3]1[NH:4][C:5]2[CH2:11][CH2:10][CH2:9][N:8]([CH2:12][CH2:13][N:14]3[CH2:19][CH2:18][O:17][CH2:16][CH2:15]3)[C:7](=[O:20])[C:6]=2[C:2]=1[CH3:1]. Procedure: The title compound was prepared under the same conditions as described in step 4 of Example 10 with 3-methyl-5-(2-morpholin-4-yl-ethyl)-4-oxo-1,4,5,6,7,8-hexahydro-pyrrolo[3,2-c]azepine-2-carbaldehyde 10c obtained from step 3 of Example 10 and (Z)—N-(5-fluoro-2-oxo-2,3-dihydro-1H-indol-7-yl)-formamide 20c as starting materials to obtain (Z)—N-{5-fluoro-3-[3-methyl-5-(2-morpholin-4-yl-ethyl)-4-oxo-1,4,5,6,7,8-hexahydro-pyrrolo[3,2-c]azepin-2-ylmethylene]-2-oxo-2,3-dihydro-1H-indol-7-yl}-formamide... The reactants are N#Cc1ccc2c(c1)NC(=O)C2, COCCOc1cc2ncnc(Cl)c2cc1OC, [H-], [Na+]. Product: COCCOc1cc2ncnc(C3C(=O)Nc4cc(C#N)ccc43)c2cc1OC. As a reaction SMILES: [C:3](#[N:4])[c:5]1[cH:6][cH:7][c:8]2[c:12]([cH:13]1)[NH:11][C:10](=[O:14])[CH2:9]2.[Cl:15][c:16]1[n:17][cH:18][n:19][c:20]2[cH:21][c:22]([O:28][CH2:29][CH2:30][O:31][CH3:32])[c:23]([O:26][CH3:27])[cH:24][c:25]12.[H-:1].[Na+:2]>>[C:3](#[N:4])[c:5]1[cH:6][cH:7][c:8]2[c:12]([cH:13]1)[NH:11][C:10](=[O:14])[CH:9]2[c:16]1[n:17][cH:18][n:19][c:20]2[cH:21][c:22]([O:28][CH2:29][CH2:30][O:31][CH3:32])[c:23]([O:26][CH3:27])[cH:24][c:25]12. Starting materials: CC(O)(C(=O)O)C(=O)NC1C(=O)N(CCOCc2ccccc2)c2ccccc2-c2ccccc21, NCCC(F)(F)C(F)(F)F. The product is CC(O)(C(=O)NCCC(F)(F)C(F)(F)F)C(=O)NC1C(=O)N(CCOCc2ccccc2)c2ccccc2-c2ccccc21. As a reaction SMILES: [CH2:1]([c:2]1[cH:3][cH:4][cH:5][cH:6][cH:7]1)[O:8][CH2:9][CH2:10][N:11]1[c:12]2[c:13]([cH:32][cH:33][cH:34][cH:35]2)-[c:14]2[c:15]([cH:28][cH:29][cH:30][cH:31]2)[CH:16]([NH:19][C:20]([C:21]([C:22](=[O:23])[OH:24])([CH3:25])[OH:26])=[O:27])[C:17]1=[O:18].[F:36][C:37]([CH2:38][CH2:39][NH2:40])([C:41]([F:42])([F:43])[F:44])[F:45]>>[CH2:1]([c:2]1[cH:3][cH:4][cH:5][cH:6][cH:7]1)[O:8][CH2:9][CH2:10][N:11]1[c:12]2[c:13]([cH:32][cH:33][cH:34][cH:35]2)-[c:14]2[c:15]([cH:28][cH:29][cH:30][cH:31]2)[CH:16]([NH:19][C:20]([C:21]([C:22](=[O:23])[NH:40][CH2:39][CH2:38][C:37]([F:36])([C:41]([F:42])([F:43])[F:44])[F:45])([CH3:25])[OH:26])=[O:27])[C:17]1=[O:18]. Starting materials: N1C(=NC2=C1C=CC=C2)C(=O)C2=CC=C(C=C2)OC2=NC=CN=C2N2CCOCC2 ((1H-benzo[d]imidazol-2-yl)(4-(3-morpholinopyrazin-2-yloxy)-phenyl)methanone), C([O-])([O-])=O.[Cs+].[Cs+] (cesium carbonate), IC (iodomethane). The product is CN1C(=NC2=C1C=CC=C2)C(=O)C2=CC=C(C=C2)OC2=NC=CN=C2N2CCOCC2 ((1-methyl-1H-benzo[d]imidazol-2-yl)(4-(3-morpholinopyrazin-2-yloxy)phenyl)methanone). RXN SMILES: [NH:1]1[C:5]2[CH:6]=[CH:7][CH:8]=[CH:9][C:4]=2[N:3]=[C:2]1[C:10]([C:12]1[CH:17]=[CH:16][C:15]([O:18][C:19]2[C:24]([N:25]3[CH2:30][CH2:29][O:28][CH2:27][CH2:26]3)=[N:23][CH:22]=[CH:21][N:20]=2)=[CH:14][CH:13]=1)=[O:11].[C:31](=O)([O-])[O-].[Cs+].[Cs+].IC>CN(C=O)C.CO>[CH3:31][N:1]1[C:5]2[CH:6]=[CH:7][CH:8]=[CH:9][C:4]=2[N:3]=[C:2]1[C:10]([C:12]1[CH:13]=[CH:14][C:15]([O:18][C:19]2[C:24]([N:25]3[CH2:30][CH2:29][O:28][CH2:27][CH2:26]3)=[N:23][CH:22]=[CH:21][N:20]=2)=[CH:16][CH:17]=1)=[O:11] |f:1.2.3|. Procedure: To a suspension of (1H-benzo[d]imidazol-2-yl)(4-(3-morpholinopyrazin-2-yloxy)-phenyl)methanone as prepared according to Scheme 3, (0.2 g, 0.5 mmol) in DMF (1 mL) was added cesium carbonate (0.2 g, 0.7 mmol) and iodomethane (0.04 mL, 0.6 mmol). The resulting mixture was stirred at RT overnight. LC/MS showed complete conversion. Compound crashed out in MeOH. Filtered the resulting orange solid and rinse with copious amounts of MeOH. Solids were dried by vacuum pump overnight to afford (1-methyl-1H... The solvent is CN(C)C=O (DMF), CO (MeOH). Reaction conditions: time 8 hour.